Task: describe an organic reaction: reactants, conditions, products, and yield. Dataset: the Open Reaction Database (ORD), a public repository of structured organic reaction records Reactants: Cl.C(C)OC=1C=C(C=CC1OCC)C=1C(C(N(N1)C1CCNCC1)=O)(C)C (5-(3,4-diethoxyphenyl)-4,4-dimethyl-2-piperidin-4-yl-2,4-dihydro-3H-pyrazol-3-one hydrochloride), C(C1=CC=CC=C1)OC=1C=CC(=C(C(=O)O)C1)C (5-(benzyloxy)-2-methylbenzoic acid), Cl.C(C)OC=1C=C(C=CC1OCC)C=1C(C(N(N1)C1CCNCC1)=O)(C)C (5-(3,4-diethoxyphenyl)-4,4-dimethyl-2-piperidin-4-yl-2,4-dihydro-3H-pyrazol-3-one hydrochloride), C(C1=CC=CC=C1)OC=1C=CC(=C(C(=O)O)C1)C (5-(benzyloxy)-2-methylbenzoic acid). Yields the product C(C1=CC=CC=C1)OC=1C=CC(=C(C1)C(=O)N1CCC(CC1)N1N=C(C(C1=O)(C)C)C1=CC(=C(C=C1)OCC)OCC)C (2-(1-{[5-(Benzyloxy)-2-methylphenyl]carbonyl}piperidin-4-yl)-5-(3,4-diethoxyphenyl)-4,4-dimethyl-2,4-dihydro-3H-pyrazol-3-one). RXN SMILES: Cl.[CH2:2]([O:4][C:5]1[CH:6]=[C:7]([C:14]2[C:15]([CH3:27])([CH3:26])[C:16](=[O:25])[N:17]([CH:19]3[CH2:24][CH2:23][NH:22][CH2:21][CH2:20]3)[N:18]=2)[CH:8]=[CH:9][C:10]=1[O:11][CH2:12][CH3:13])[CH3:3].[CH2:28]([O:35][C:36]1[CH:37]=[CH:38][C:39]([CH3:45])=[C:40]([CH:44]=1)[C:41](O)=[O:42])[C:29]1[CH:34]=[CH:33][CH:32]=[CH:31][CH:30]=1>>[CH2:28]([O:35][C:36]1[CH:37]=[CH:38][C:39]([CH3:45])=[C:40]([C:41]([N:22]2[CH2:23][CH2:24][CH:19]([N:17]3[C:16](=[O:25])[C:15]([CH3:27])([CH3:26])[C:14]([C:7]4[CH:8]=[CH:9][C:10]([O:11][CH2:12][CH3:13])=[C:5]([O:4][CH2:2][CH3:3])[CH:6]=4)=[N:18]3)[CH2:20][CH2:21]2)=[O:42])[CH:44]=1)[C:29]1[CH:30]=[CH:31][CH:32]=[CH:33][CH:34]=1 |f:0.1|. Reported procedure: The title compound is prepared analogously as described for GP2-WU2 using 5-(3,4-diethoxyphenyl)-4,4-dimethyl-2-piperidin-4-yl-2,4-dihydro-3H-pyrazol-3-one (compound B2) and 5-(benzyloxy)-2-methylbenzoic acid (compound F1) as starting compounds. The crude product is purified by chromatography (amino phase silica gel and DCM) and by a second chromatography (silica gel and cyclohexane/EA=6:4) to yield the title compound.